describe an organic reaction: reactants, conditions, products, and yield From a dataset of the Open Reaction Database (ORD), a public repository of structured organic reaction records. Starting materials: N1N=CC2=C(C=CC=C12)C=1N=C(C2=C(N1)SC(=C2)CN2CCN(CC2)S(=O)(=O)C)N2CCOCC2 (4-(2-(1H-Indazol-4-yl)-6-((4-(methylsulfonyl)piperazin-1-yl)methyl)thieno[2,3-d]pyrimidin-4-yl)morpholine), ClC=1N=C(C2=C(N1)SC(=C2)CN2CCN(CC2)S(=O)(=O)C)N2CCOCC2 (4-(2-chloro-6-((4-(methylsulfonyl)piperazin-1-yl)methyl)thieno[2,3-d]pyrimidin-4-yl)morpholine), O1C(CCCC1)N1N=C2C=CC=C(C2=C1)B1OC(C(O1)(C)C)(C)C (2-(tetrahydro-2H-pyran-2-yl)-4-(4,4,5,5-tetramethyl-1,3,2-dioxaborolan-2-yl)-2H-indazole), C1=CC=C(C=C1)P(C2=CC=CC=C2)C3=CC=CC=C3.C1=CC=C(C=C1)P(C2=CC=CC=C2)C3=CC=CC=C3.Cl[Pd]Cl (bis(triphenylphosphine)palladium (II) chloride). The solvent is O1CCOCC1 (1,4-dioxane), C([O-])([O-])=O.[Na+].[Na+] (sodium carbonate). Conditions: temperature 88 celsius, time 14 hour. Product: CS(=O)(=O)N1CCN(CC1)CC1=CC2=C(N=C(N=C2N2CCOCC2)C=2C3=CN(N=C3C=CC2)C2OCCCC2)S1 (4-(6-((4-(methylsulfonyl)piperazin-1-yl)methyl)-2-(2-(tetrahydro-2H-pyran-2-yl)-2H-indazol-4-yl)thieno[2,3-d]pyrimidin-4-yl)morpholine), [Pd] (Pd). Reaction SMILES: [NH:1]1[C:9]2[C:4](=[C:5]([C:10]3[N:11]=[C:12]([N:30]4[CH2:35][CH2:34][O:33][CH2:32][CH2:31]4)[C:13]4[CH:18]=[C:17]([CH2:19][N:20]5[CH2:25][CH2:24][N:23]([S:26]([CH3:29])(=[O:28])=[O:27])[CH2:22][CH2:21]5)[S:16][C:14]=4[N:15]=3)[CH:6]=[CH:7][CH:8]=2)[CH:3]=[N:2]1.ClC1N=C(N2CCOCC2)C2C=C(CN3CCN(S(C)(=O)=O)CC3)SC=2N=1.[O:63]1[CH2:68][CH2:67][CH2:66][CH2:65][CH:64]1N1C=C2C(C=CC=C2B2OC(C)(C)C(C)(C)O2)=N1.C1C=CC(P(C2C=CC=CC=2)C2C=CC=CC=2)=CC=1.C1C=CC(P(C2C=CC=CC=2)C2C=CC=CC=2)=CC=1.Cl[Pd:126]Cl>O1CCOCC1.C(=O)([O-])[O-].[Na+].[Na+]>[CH3:29][S:26]([N:23]1[CH2:24][CH2:25][N:20]([CH2:19][C:17]2[S:16][C:14]3[N:15]=[C:10]([C:5]4[C:4]5[C:9]([CH:8]=[CH:7][CH:6]=4)=[N:1][N:2]([CH:64]4[CH2:65][CH2:66][CH2:67][CH2:68][O:63]4)[CH:3]=5)[N:11]=[C:12]([N:30]4[CH2:31][CH2:32][O:33][CH2:34][CH2:35]4)[C:13]=3[CH:18]=2)[CH2:21][CH2:22]1)(=[O:27])=[O:28].[Pd:126] |f:3.4.5,7.8.9|. Procedure: Scheme 8 shows the synthesis of 4-(2-(1H-Indazol-4-yl)-6-((4-(methylsulfonyl)piperazin-1-yl)methyl)thieno[2,3-d]pyrimidin-4-yl)morpholine II sulfate salt starting with Suzuki coupling of 4-(2-chloro-6-((4-(methylsulfonyl)piperazin-1-yl)methyl)thieno[2,3-d]pyrimidin-4-yl)morpholine 20 in 1,4-dioxane with 2-(tetrahydro-2H-pyran-2-yl)-4-(4,4,5,5-tetramethyl-1,3,2-dioxaborolan-2-yl)-2H-indazole 10 (1.25 equiv.) and bis(triphenylphosphine)palladium (II) chloride (0.02 equiv.) in aqueous sodium carbon... Reactants: CO, Cl, [Na+], [OH-], CCOC(=O)CCN1CCC(=C2c3ccccc3C=Cc3ccccc32)CC1. The product is O=C(O)CCN1CCC(=C2c3ccccc3C=Cc3ccccc32)CC1. As a reaction SMILES: [CH3:32][OH:33].[ClH:1].[Na+:31].[OH-:30].[cH:2]1[cH:3][cH:4][cH:5][c:6]2[c:12]1[CH:11]=[CH:10][c:9]1[c:8]([cH:16][cH:15][cH:14][cH:13]1)[C:7]2=[C:17]1[CH2:18][CH2:19][N:20]([CH2:23][CH2:24][C:25](=[O:26])[O:27][CH2:28][CH3:29])[CH2:21][CH2:22]1>>[cH:2]1[cH:3][cH:4][cH:5][c:6]2[c:12]1[CH:11]=[CH:10][c:9]1[c:8]([cH:16][cH:15][cH:14][cH:13]1)[C:7]2=[C:17]1[CH2:18][CH2:19][N:20]([CH2:23][CH2:24][C:25](=[O:26])[OH:27])[CH2:21][CH2:22]1. The reactants are BrCc1ccccc1, Oc1ccccc1Br, O=C([O-])[O-], CCO, [K+], [K+]. Product: Brc1ccccc1OCc1ccccc1. As a reaction SMILES: [Br:15][CH2:16][c:17]1[cH:18][cH:19][cH:20][cH:21][cH:22]1.[Br:1][c:2]1[c:3]([OH:8])[cH:4][cH:5][cH:6][cH:7]1.[C:9](=[O:10])([O-:11])[O-:12].[CH3:23][CH2:24][OH:25].[K+:13].[K+:14]>>[Br:1][c:2]1[c:3]([O:8][CH2:16][c:17]2[cH:18][cH:19][cH:20][cH:21][cH:22]2)[cH:4][cH:5][cH:6][cH:7]1. The reactants are COC(=O)C1CCN(CC1)C1=NC=CC=C1Cl (1-(3-Chloropyridin-2-yl)piperidine-4-carboxylic acid methyl ester), [OH-].[Na+] (NaOH). The solvent is C1CCOC1.CO (THF MeOH). Reaction conditions: time 16 hour. The product is ClC=1C(=NC=CC1)N1CCC(CC1)C(=O)O (1-(3-Chloropyridin-2-yl)piperidine-4-carboxylic acid). Reaction SMILES: C[O:2][C:3]([CH:5]1[CH2:10][CH2:9][N:8]([C:11]2[C:16]([Cl:17])=[CH:15][CH:14]=[CH:13][N:12]=2)[CH2:7][CH2:6]1)=[O:4].[OH-].[Na+]>C1COCC1.CO>[Cl:17][C:16]1[C:11]([N:8]2[CH2:9][CH2:10][CH:5]([C:3]([OH:4])=[O:2])[CH2:6][CH2:7]2)=[N:12][CH:13]=[CH:14][CH:15]=1 |f:1.2,3.4|. Procedure details: A mixture of the ester from step (a) above (1.77 g, 6.9 mmol) and 5N NaOH (4 mL) in THF/MeOH (20 mL/30 mL) mixture was stirred at room temperature for 16 h. The organic solvent was removed in vacuo, the aqueous solution was acidified with 10% HCl to pH˜2 and then lyophilized to give the title compound, which was used in the next step without additional purification. MS (ESI, pos. ion) m/z: 241 (M+1). The reactants are COC(CCN(C1=CC=CC=C1)C(=O)C1=CC2=C(N(C(=N2)CNC2=CC=C(C=C2)C#N)C)C=C1)=O (3-({2-[(4-Cyano-phenylamino)-methyl]-1-methyl-1H-benzoimidazole-5-carbonyl}-phenyl-amino)-propionic acid methyl ester), [OH-].[Na+].CO (methanol sodium hydroxide). Reaction conditions: temperature 40 celsius, time 2.5 hour. Yields the product C(#N)C1=CC=C(C=C1)NCC1=NC2=C(N1C)C=CC(=C2)C(=O)N(CCC(=O)O)C2=CC=CC=C2 (3-({2-[(4-Cyano-phenylamino)-methyl]-1-methyl-1H-benzoimidazole-5-carbonyl}-phenyl-amino)-propionic acid). Reaction SMILES: C[O:2][C:3](=[O:35])[CH2:4][CH2:5][N:6]([C:13]([C:15]1[CH:34]=[CH:33][C:18]2[N:19]([CH3:32])[C:20]([CH2:22][NH:23][C:24]3[CH:29]=[CH:28][C:27]([C:30]#[N:31])=[CH:26][CH:25]=3)=[N:21][C:17]=2[CH:16]=1)=[O:14])[C:7]1[CH:12]=[CH:11][CH:10]=[CH:9][CH:8]=1.[OH-].[Na+].CO>>[C:30]([C:27]1[CH:28]=[CH:29][C:24]([NH:23][CH2:22][C:20]2[N:19]([CH3:32])[C:18]3[CH:33]=[CH:34][C:15]([C:13]([N:6]([C:7]4[CH:8]=[CH:9][CH:10]=[CH:11][CH:12]=4)[CH2:5][CH2:4][C:3]([OH:35])=[O:2])=[O:14])=[CH:16][C:17]=3[N:21]=2)=[CH:25][CH:26]=1)#[N:31] |f:1.2.3|. Procedure details: To a solution of the product of 1d (13.0 mmol) in 100 mL methanol sodium hydroxide (20.0 mmol) was added. The mixture was stirred for 2.5 hours at 40° C. and then evaporated to dryness. The remaining solid was stirred with 100 mL water and the pH was adjusted to about 6 with concentrated acetic acid. The precipitated product was isolated by filtration, washed with water and dried at 60° C.